This data is from the Open Reaction Database (ORD), a public repository of structured organic reaction records. The task is: describe an organic reaction: reactants, conditions, products, and yield Reactants: CC1(COB(OC1)C1=CC=C(C=C1)OC1COC1)C (5,5-dimethyl-2-[4-(oxetan-3-yloxy)phenyl]-1,3,2-dioxaborinane), BrC=1C=C2C(=CNC2=CC1Cl)C=O (5-bromo-6-chloro-1H-indole-3-carbaldehyde), C([O-])([O-])=O.[K+].[K+] (potassium carbonate), C1(=CC=CC=C1)C (toluene). Reagents/catalysts: C1=CC=C(C=C1)P([C-]2C=CC=C2)C3=CC=CC=C3.C1=CC=C(C=C1)P([C-]2C=CC=C2)C3=CC=CC=C3.Cl[Pd]Cl.[Fe+2] ([1,1′-bis(diphenylphosphino)ferrocene]dichloropalladium(II)). The solvent is C(C)(=O)OCC (ethyl acetate), C(C)O (ethanol). Reaction conditions: temperature 110 celsius. Yields the product ClC1=C(C=C2C(=CNC2=C1)C=O)C1=CC=C(C=C1)OC1COC1 (6-chloro-5-[4-(oxetan-3-yloxy)phenyl]-1H-indole-3-carbaldehyde). Yield: 87.2%. RXN SMILES: CC1(C)COB([C:8]2[CH:13]=[CH:12][C:11]([O:14][CH:15]3[CH2:18][O:17][CH2:16]3)=[CH:10][CH:9]=2)OC1.Br[C:21]1[CH:22]=[C:23]2[C:27](=[CH:28][C:29]=1[Cl:30])[NH:26][CH:25]=[C:24]2[CH:31]=[O:32].C(=O)([O-])[O-].[K+].[K+].C1(C)C=CC=CC=1>C(O)C.C1C=CC(P(C2C=CC=CC=2)[C-]2C=CC=C2)=CC=1.C1C=CC(P(C2C=CC=CC=2)[C-]2C=CC=C2)=CC=1.Cl[Pd]Cl.[Fe+2].C(OCC)(=O)C>[Cl:30][C:29]1[CH:28]=[C:27]2[C:23]([C:24]([CH:31]=[O:32])=[CH:25][NH:26]2)=[CH:22][C:21]=1[C:8]1[CH:9]=[CH:10][C:11]([O:14][CH:15]2[CH2:16][O:17][CH2:18]2)=[CH:12][CH:13]=1 |f:2.3.4,7.8.9.10|. Procedure details: To a solution of 5,5-dimethyl-2-[4-(oxetan-3-yloxy)phenyl]-1,3,2-dioxaborinane (90 mg, 0.35 mmol) in ethanol (1.4 mL) was added 5-bromo-6-chloro-1H-indole-3-carbaldehyde (110 mg, 0.43 mmol), [1,1′-bis(diphenylphosphino)ferrocene]dichloropalladium(II) (26 mg, 0.036 mmol), 2M aqueous potassium carbonate (0.7 mL, 1.4 mmol) and toluene (4 mL). The mixture was degassed with N2 for 3 min and heated to 110° C. by microwave irradiation for 1 h. The mixture was concentrated in vacuo to give a residue, wh... The reactants are NC1=NC(=NC=C1C(=O)C1=C(C=CC(=C1)F)OC)NC1CCN(CC1)S(=O)(=O)CCCCCl ([4-Amino-2-[1-(4-chloro-butane-1-sulfonyl)-piperidin-4-ylamino]-pyrimidin-5-yl]-(5-fluoro-2-methoxy-phenyl)-methanone), NCC(C)O (1-amino-2-propanol). The product is NC1=NC(=NC=C1C(=O)C1=C(C=CC(=C1)F)OC)NC1CCN(CC1)S(=O)(=O)CCCCNCC(C)O ((4-Amino-2-[1-[4-(2-hydroxy-propylamino)-butane-1-sulfonyl]-piperidin-4-ylamino]-pyrimidin-5-yl)-(5-fluoro-2-methoxy-phenyl)-methanone). Reaction SMILES: [NH2:1][C:2]1[C:7]([C:8]([C:10]2[CH:15]=[C:14]([F:16])[CH:13]=[CH:12][C:11]=2[O:17][CH3:18])=[O:9])=[CH:6][N:5]=[C:4]([NH:19][CH:20]2[CH2:25][CH2:24][N:23]([S:26]([CH2:29][CH2:30][CH2:31][CH2:32]Cl)(=[O:28])=[O:27])[CH2:22][CH2:21]2)[N:3]=1.[NH2:34][CH2:35][CH:36]([OH:38])[CH3:37]>>[NH2:1][C:2]1[C:7]([C:8]([C:10]2[CH:15]=[C:14]([F:16])[CH:13]=[CH:12][C:11]=2[O:17][CH3:18])=[O:9])=[CH:6][N:5]=[C:4]([NH:19][CH:20]2[CH2:25][CH2:24][N:23]([S:26]([CH2:29][CH2:30][CH2:31][CH2:32][NH:34][CH2:35][CH:36]([OH:38])[CH3:37])(=[O:28])=[O:27])[CH2:22][CH2:21]2)[N:3]=1. Procedure: The compound was prepared from [4-amino-2-[1-(4-chloro-butane-1-sulfonyl)-piperidin-4-ylamino]-pyrimidin-5-yl]-(5-fluoro-2-methoxy-phenyl)-methanone (Example 255) and 1-amino-2-propanol (Eastman Kodak) in an analogous manner as described in Example 227. HR-MS (ES, m/z) calculated for C24H35N6O5SF [(M+H)+]539.2451, observed 539.2447.